From a dataset of the Open Reaction Database (ORD), a public repository of structured organic reaction records. describe an organic reaction: reactants, conditions, products, and yield Reactants: [Br-], COC(C)(C)C, C[P+](c1ccccc1)(c1ccccc1)c1ccccc1, O=CC1CCC(c2ccc(-c3ccc(F)c(F)c3)cc2)CC1. The product is C=CC1CCC(c2ccc(-c3ccc(F)c(F)c3)cc2)CC1. Reaction SMILES: [Br-:29].[CH3:23][O:24][C:25]([CH3:26])([CH3:27])[CH3:28].[CH3:30][P+:31]([c:32]1[cH:33][cH:34][cH:35][cH:36][cH:37]1)([c:38]1[cH:39][cH:40][cH:41][cH:42][cH:43]1)[c:44]1[cH:45][cH:46][cH:47][cH:48][cH:49]1.[F:1][c:2]1[cH:3][c:4](-[c:9]2[cH:10][cH:11][c:12]([CH:15]3[CH2:16][CH2:17][CH:18]([CH:21]=[O:22])[CH2:19][CH2:20]3)[cH:13][cH:14]2)[cH:5][cH:6][c:7]1[F:8]>>[F:1][c:2]1[cH:3][c:4](-[c:9]2[cH:10][cH:11][c:12]([CH:15]3[CH2:16][CH2:17][CH:18]([CH:21]=[CH2:23])[CH2:19][CH2:20]3)[cH:13][cH:14]2)[cH:5][cH:6][c:7]1[F:8]. Starting materials: CC(=O)OC(C)=O, CO, [H][H], [N-]=[N+]=NC1CN(Cc2ccccc2)CC1O, [Ni]. Yields the product CC(=O)NC1CN(Cc2ccccc2)CC1O. As a reaction SMILES: [CH3:19][C:20](=[O:21])[O:22][C:23](=[O:24])[CH3:25].[CH3:26][OH:27].[H:17][H:18].[N:1](=[N+:2]=[N-:3])[CH:4]1[CH:5]([OH:16])[CH2:6][N:7]([CH2:9][c:10]2[cH:11][cH:12][cH:13][cH:14][cH:15]2)[CH2:8]1.[Ni:28]>>[NH:1]([CH:4]1[CH:5]([OH:16])[CH2:6][N:7]([CH2:9][c:10]2[cH:11][cH:12][cH:13][cH:14][cH:15]2)[CH2:8]1)[C:20]([CH3:19])=[O:21]. Product: CC1(C)OCC(C(CO)NC(=O)OCc2ccccc2)O1. Reaction SMILES: [CH2:1]([c:2]1[cH:3][cH:4][cH:5][cH:6][cH:7]1)[O:8][C:9](=[O:10])[NH:11][CH:12]1[CH:13]([OH:21])[CH2:14][O:15][C:16]([CH3:19])([CH3:20])[O:17][CH2:18]1.[CH3:39][c:40]1[cH:41][cH:42][cH:43][cH:44][cH:45]1.[CH3:51][C:52](=[O:53])[CH3:54].[Na+:46].[OH:47][C:48](=[O:49])[O-:50].[c:28]1([CH3:29])[cH:30][cH:31][c:32]([S:33]([OH:34])(=[O:35])=[O:36])[cH:37][cH:38]1.[nH+:22]1[cH:23][cH:24][cH:25][cH:26][cH:27]1>>[CH2:1]([c:2]1[cH:3][cH:4][cH:5][cH:6][cH:7]1)[O:8][C:9](=[O:10])[NH:11][CH:12]([CH2:13][OH:21])[CH:18]1[CH2:14][O:15][C:16]([CH3:19])([CH3:20])[O:17]1. The reactants are CC1(C)OCC(O)C(NC(=O)OCc2ccccc2)CO1, Cc1ccccc1, CC(C)=O, [Na+], O=C([O-])O, Cc1ccc(S(=O)(=O)O)cc1, c1cc[nH+]cc1. The reactants are ClC1=C(C=C(C=C1)CNC1CCN(CC1)C(=O)OC(C)(C)C)C(=O)NCC12CC3CC(CC(C1)C3)C2 (4-[[[4chloro-3-[[(tricyclo[3.3.1.13,7]dec-1-ylmethyl)amino]carbonyl]phenyl]methyl]amino]-1-piperidinecarboxylic acid, 1,1-dimethylethyl ester), CO (methanol), Cl (hydrochloric acid). Solvent: O1CCOCC1 (dioxane). The product is Cl.Cl.ClC1=C(C(=O)NCC23CC4CC(CC(C2)C4)C3)C=C(C=C1)CNC1CCNCC1 (2-Chloro-5-[(4-piperidinylamino)methyl]-N-(tricyclo[3.3.1.13,7]dec-1-ylmethyl)-benzamide, dihydrochloride salt). RXN SMILES: [Cl:1][C:2]1[CH:7]=[CH:6][C:5]([CH2:8][NH:9][CH:10]2[CH2:15][CH2:14][N:13](C(OC(C)(C)C)=O)[CH2:12][CH2:11]2)=[CH:4][C:3]=1[C:23]([NH:25][CH2:26][C:27]12[CH2:36][CH:31]3[CH2:32][CH:33]([CH2:35][CH:29]([CH2:30]3)[CH2:28]1)[CH2:34]2)=[O:24].CO.[ClH:39]>O1CCOCC1>[ClH:1].[ClH:39].[Cl:1][C:2]1[CH:7]=[CH:6][C:5]([CH2:8][NH:9][CH:10]2[CH2:15][CH2:14][NH:13][CH2:12][CH2:11]2)=[CH:4][C:3]=1[C:23]([NH:25][CH2:26][C:27]12[CH2:28][CH:29]3[CH2:30][CH:31]([CH2:32][CH:33]([CH2:35]3)[CH2:34]1)[CH2:36]2)=[O:24] |f:4.5.6|. Procedure details: Prepared from 4-[[[4chloro-3-[[(tricyclo[3.3.1.13,7]dec-1-ylmethyl)amino]carbonyl]phenyl]methyl]amino]-1-piperidinecarboxylic acid, 1,1-dimethylethyl ester (0.158 g, Example 31b) methanol (3 ml) and 4N hydrochloric acid solution in dioxane (2 ml). Solvents were removed under reduced pressure and the residue was triturated with ethyl acetate, iso-hexane and diethyl ether to give the title compound as a white solid (0.126 g). Reactants: CCCC[N+](CCCC)(CCCC)CCCC, [O-]Cl, OC(c1ccc(Cl)nc1)C(F)(F)F, Clc1ccccc1, [Na+], O, O=S(=O)([O-])O. The product is O=C(c1ccc(Cl)nc1)C(F)(F)F. As a reaction SMILES: [CH2:23]([N+:24]([CH2:25][CH2:26][CH2:27][CH3:28])([CH2:29][CH2:30][CH2:31][CH3:32])[CH2:33][CH2:34][CH2:35][CH3:36])[CH2:37][CH2:38][CH3:39].[Cl:14][O-:15].[Cl:1][c:2]1[n:3][cH:4][c:5]([CH:8]([C:9]([F:10])([F:11])[F:12])[OH:13])[cH:6][cH:7]1.[Cl:40][c:41]1[cH:42][cH:43][cH:44][cH:45][cH:46]1.[Na+:16].[OH2:17].[S:18]([O-:19])([OH:20])(=[O:21])=[O:22]>>[Cl:1][c:2]1[n:3][cH:4][c:5]([C:8]([C:9]([F:10])([F:11])[F:12])=[O:13])[cH:6][cH:7]1. Starting materials: CC1(C(NC2=CC(=C(C=C12)NC(C)=O)[N+](=O)[O-])=O)C (N-(3,3-dimethyl-6-nitro-2-oxo-2,3-dihydro-1H-indol-5-yl)-acetamide), Cl.ClCC=1N=CSC1 (4-chloromethyl-thiazole hydrochloride), C(=O)([O-])[O-].[K+].[K+] (K2CO3). The product is NC=1C=C2C(C(N(C2=CC1[N+](=O)[O-])CC=1N=CSC1)=O)(C)C (5-amino-3,3-dimethyl-6-nitro-1-thiazol-4-ylmethyl-1,3-dihydro-indol-2-one). Yield: 77.0%. As a reaction SMILES: [CH3:1][C:2]1([CH3:19])[C:10]2[C:5](=[CH:6][C:7]([N+:15]([O-:17])=[O:16])=[C:8]([NH:11]C(=O)C)[CH:9]=2)[NH:4][C:3]1=[O:18].Cl.Cl[CH2:22][C:23]1[N:24]=[CH:25][S:26][CH:27]=1.C([O-])([O-])=O.[K+].[K+]>>[NH2:11][C:8]1[CH:9]=[C:10]2[C:5](=[CH:6][C:7]=1[N+:15]([O-:17])=[O:16])[N:4]([CH2:22][C:23]1[N:24]=[CH:25][S:26][CH:27]=1)[C:3](=[O:18])[C:2]2([CH3:1])[CH3:19] |f:1.2,3.4.5|. Reported procedure: Analogously to general procedure (I) N-(3,3-dimethyl-6-nitro-2-oxo-2,3-dihydro-1H-indol-5-yl)-acetamide (3.62 g) is alkylated using 4-chloromethyl-thiazole hydrochloride (2.62 g; 15.4 mmol) and K2CO3 (4.41 g; 31.2 mmol) at 50° C. for 3 days. After aqueous work-up and purification by chromatography (SiO2; cyclohexan/EtOAc gradient) the pure material (3.80 g) is de-acetylated in MeOH (100 ml) using DBU (1.6 ml) at 70° C. in 1.5 h. After aqueous work-up 5-amino-3,3-dimethyl-6-nitro-1-thiazol-4-ylme... Starting materials: COC(=O)C=1C(=C2C=C(C(N(C2=CN1)CC1=CC=CC=C1)=O)C1=CC=CC=C1)O (1-benzyl-5-hydroxy-2-oxo-3-phenyl-1,2-dihydro-[1,7]naphthyridine-6-carboxylic acid methyl ester), NCCNC(C)=O (N-(2-amino-ethyl)-acetamide), CC(=O)O (AcOH). Solvent: CCO (EtOH). The product is C(C)(=O)NCCNC(=O)C=1C(=C2C=C(C(N(C2=CN1)CC1=CC=CC=C1)=O)C1=CC=CC=C1)O (1-Benzyl-5-hydroxy-2-oxo-3-phenyl-1,2-dihydro-[1,7]naphthyridine-6-carboxylic acid (2-acetylamino-ethyl)-amide). Reaction SMILES: CO[C:3]([C:5]1[C:6]([OH:29])=[C:7]2[C:12](=[CH:13][N:14]=1)[N:11]([CH2:15][C:16]1[CH:21]=[CH:20][CH:19]=[CH:18][CH:17]=1)[C:10](=[O:22])[C:9]([C:23]1[CH:28]=[CH:27][CH:26]=[CH:25][CH:24]=1)=[CH:8]2)=[O:4].[NH2:30][CH2:31][CH2:32][NH:33][C:34](=[O:36])[CH3:35].CC(O)=O>CCO>[C:34]([NH:33][CH2:32][CH2:31][NH:30][C:3]([C:5]1[C:6]([OH:29])=[C:7]2[C:12](=[CH:13][N:14]=1)[N:11]([CH2:15][C:16]1[CH:17]=[CH:18][CH:19]=[CH:20][CH:21]=1)[C:10](=[O:22])[C:9]([C:23]1[CH:24]=[CH:25][CH:26]=[CH:27][CH:28]=1)=[CH:8]2)=[O:4])(=[O:36])[CH3:35]. Reported procedure: A mixture of 1-benzyl-5-hydroxy-2-oxo-3-phenyl-1,2-dihydro-[1,7]naphthyridine-6-carboxylic acid methyl ester (25 mg, 0.065 mmol) and N-(2-amino-ethyl)-acetamide in EtOH (3 mL) was refluxed for 48 h. After cooling to r.t., AcOH (0.1 mL) was added, and solvent was evaporated in vacuo. The residue was purified by silica gel chromatography (0-3% MeOH/CH2Cl2) to give 12 mg of the title compound as a light yellow solid. MS: (+) m/z 457.35 (M+1).